describe an organic reaction: reactants, conditions, products, and yield From a dataset of the Open Reaction Database (ORD), a public repository of structured organic reaction records. Reactants: C(=O)(O)C1=CC=C(C=N1)/C=C/C(=O)NCC=1N(C=CC1)C1=C(C(=C(C=C1)Cl)COC=1C=CC=C2C=CC(=NC12)C)Cl (2-[(E)-3-(6-carboxypyridin-3-yl)acryloylaminomethyl]-1-[2,4-dichloro-3-(2-methylquinolin-8-yloxymethyl)phenyl]pyrrole), Cl.CN (methylamine hydrochloride), C(C)N=C=NCCCN(C)C (1-ethyl-3- (3-dimethylaminopropyl) carbodiimide), ON1N=NC2=C1C=CC=C2 (1-hydroxybenzotriazole). The solvent is CN(C=O)C (N,N-dimethylformamide), O (water). Conditions: time 1 day. The product is ClC1=C(C=CC(=C1COC=1C=CC=C2C=CC(=NC12)C)Cl)N1C(=CC=C1)CNC(\C=C\C=1C=NC(=CC1)C(NC)=O)=O (1-[2,4-dichloro-3-(2-methylquinolin-8-yloxymethyl)phenyl]-2-[(E)-3-[6-(methylcarbamoyl)pyridin-3-yl]acryloylaminomethyl]pyrrole). Isolated yield 94.6%. Reaction SMILES: [C:1]([C:4]1[N:9]=[CH:8][C:7](/[CH:10]=[CH:11]/[C:12]([NH:14][CH2:15][C:16]2[N:17]([C:21]3[CH:26]=[CH:25][C:24]([Cl:27])=[C:23]([CH2:28][O:29][C:30]4[CH:31]=[CH:32][CH:33]=[C:34]5[C:39]=4[N:38]=[C:37]([CH3:40])[CH:36]=[CH:35]5)[C:22]=3[Cl:41])[CH:18]=[CH:19][CH:20]=2)=[O:13])=[CH:6][CH:5]=1)(O)=[O:2].Cl.CN.[CH2:45]([N:47]=C=NCCCN(C)C)C.ON1C2C=CC=CC=2N=N1>CN(C)C=O.O>[Cl:41][C:22]1[C:23]([CH2:28][O:29][C:30]2[CH:31]=[CH:32][CH:33]=[C:34]3[C:39]=2[N:38]=[C:37]([CH3:40])[CH:36]=[CH:35]3)=[C:24]([Cl:27])[CH:25]=[CH:26][C:21]=1[N:17]1[CH:18]=[CH:19][CH:20]=[C:16]1[CH2:15][NH:14][C:12](=[O:13])/[CH:11]=[CH:10]/[C:7]1[CH:8]=[N:9][C:4]([C:1](=[O:2])[NH:47][CH3:45])=[CH:5][CH:6]=1 |f:1.2|. Procedure: To a solution of 2-[(E)-3-(6-carboxypyridin-3-yl)acryloylaminomethyl]-1-[2,4-dichloro-3-(2-methylquinolin-8-yloxymethyl)phenyl]pyrrole (60 mg) and methylamine hydrochloride (7.59 mg) in N,N-dimethylformamide (2 ml) were added 1-ethyl-3- (3-dimethylaminopropyl) carbodiimide (19 mg) and 1-hydroxybenzotriazole (20.7 mg) at ambient temperature, and the mixture was allowed to stand for 1 day at the same temperature. The reaction mixture was poured into water and extracted with chloroform. The extract... Starting materials: O=C1C=CC(=CN1)C1=CC=2N(C=C1)C(=CN2)C=2C=C(C=CC2)NC(=O)NCC(F)(F)F (1-{3-[7-(6-Oxo-1,6-dihydro-pyridin-3-yl)-imidazo[1,2-a]pyridin-3-yl]-phenyl}-3-(2,2,2-trifluoro-ethyl)-urea), Cl.ClCCCN1CCCCC1 (N-(3-chloropropyl)piperidine hydrochloride), C(=O)([O-])[O-].[Cs+].[Cs+] (Cs2CO3), [Na+].[I-] (NaI). The solvent is CN(C)C=O (DMF). Run at temperature 80 celsius. Yields the product Cl.O=C1C=CC(=CN1CCCN1CCCCC1)C1=CC=2N(C=C1)C(=CN2)C=2C=C(C=CC2)NC(=O)NCC(F)(F)F (1-(3-{7-[6-Oxo-1-(3-piperidin-1-yl-propyl)-1,6-dihydro-pyridin-3-yl]-imidazo[1,2-a]pyridin-3-yl}-phenyl)-3-(2,2,2-trifluoro-ethyl)-urea hydrochloride). Yield: 4.3%. RXN SMILES: [O:1]=[C:2]1[NH:7][CH:6]=[C:5]([C:8]2[CH:13]=[CH:12][N:11]3[C:14]([C:17]4[CH:18]=[C:19]([NH:23][C:24]([NH:26][CH2:27][C:28]([F:31])([F:30])[F:29])=[O:25])[CH:20]=[CH:21][CH:22]=4)=[CH:15][N:16]=[C:10]3[CH:9]=2)[CH:4]=[CH:3]1.Cl.[Cl:33][CH2:34][CH2:35][CH2:36][N:37]1[CH2:42][CH2:41][CH2:40][CH2:39][CH2:38]1.C([O-])([O-])=O.[Cs+].[Cs+].[Na+].[I-]>CN(C=O)C>[ClH:33].[O:1]=[C:2]1[N:7]([CH2:34][CH2:35][CH2:36][N:37]2[CH2:42][CH2:41][CH2:40][CH2:39][CH2:38]2)[CH:6]=[C:5]([C:8]2[CH:13]=[CH:12][N:11]3[C:14]([C:17]4[CH:18]=[C:19]([NH:23][C:24]([NH:26][CH2:27][C:28]([F:29])([F:30])[F:31])=[O:25])[CH:20]=[CH:21][CH:22]=4)=[CH:15][N:16]=[C:10]3[CH:9]=2)[CH:4]=[CH:3]1 |f:1.2,3.4.5,6.7,9.10|. Procedure details: To 1-{3-[7-(6-Oxo-1,6-dihydro-pyridin-3-yl)-imidazo[1,2-a]pyridin-3-yl]-phenyl}-3-(2,2,2-trifluoro-ethyl)-urea (0.12 g, 0.63 mmol) in DMF (1.5 ml) was added N-(3-chloropropyl)piperidine hydrochloride (0.125 g, 0.63 mmol), Cs2CO3 (0.32 g, 0.98 mmol) and NaI (0.095 g, 0.63 mmol). The reaction was heated at 80° C. for 48 hours then partitioned between EtOAc and water, the organic layer was washed with brine, dried (MgSO4), filtered and concentrated under reduced pressure. The residue was purified b... The reactants are COC(=O)C(Cc1ccc(-c2ccccc2)cc1)NC(=O)c1cc(Br)ccc1OCc1ccc(OCc2ccccc2)c(OCc2ccccc2)c1, [Li+], [OH-]. Product: O=C(NC(Cc1ccc(-c2ccccc2)cc1)C(=O)O)c1cc(Br)ccc1OCc1ccc(OCc2ccccc2)c(OCc2ccccc2)c1. RXN SMILES: [CH3:1][O:2][C:3]([CH:4]([CH2:5][c:6]1[cH:7][cH:8][c:9](-[c:12]2[cH:13][cH:14][cH:15][cH:16][cH:17]2)[cH:10][cH:11]1)[NH:18][C:19]([c:20]1[c:21]([O:27][CH2:28][c:29]2[cH:30][c:31]([O:43][CH2:44][c:45]3[cH:46][cH:47][cH:48][cH:49][cH:50]3)[c:32]([O:35][CH2:36][c:37]3[cH:38][cH:39][cH:40][cH:41][cH:42]3)[cH:33][cH:34]2)[cH:22][cH:23][c:24]([Br:26])[cH:25]1)=[O:51])=[O:52].[Li+:54].[OH-:53]>>[O:2]=[C:3]([CH:4]([CH2:5][c:6]1[cH:7][cH:8][c:9](-[c:12]2[cH:13][cH:14][cH:15][cH:16][cH:17]2)[cH:10][cH:11]1)[NH:18][C:19]([c:20]1[c:21]([O:27][CH2:28][c:29]2[cH:30][c:31]([O:43][CH2:44][c:45]3[cH:46][cH:47][cH:48][cH:49][cH:50]3)[c:32]([O:35][CH2:36][c:37]3[cH:38][cH:39][cH:40][cH:41][cH:42]3)[cH:33][cH:34]2)[cH:22][cH:23][c:24]([Br:26])[cH:25]1)=[O:51])[OH:52]. Reactants: COc1ccccc1Cn1nc(C)c2c(C(F)(F)F)nn(C3CCN(C(=O)OCc4ccccc4)CC3)c2c1=O, CCO. Product: COc1ccccc1Cn1nc(C)c2c(C(F)(F)F)nn(C3CCNCC3)c2c1=O. Reaction SMILES: [CH3:1][O:2][c:3]1[c:4]([CH2:5][n:6]2[n:7][c:8]([CH3:36])[c:9]3[c:10]([c:11]2=[O:12])[n:13]([CH:20]2[CH2:21][CH2:22][N:23]([C:26]([O:27][CH2:28][c:29]4[cH:30][cH:31][cH:32][cH:33][cH:34]4)=[O:35])[CH2:24][CH2:25]2)[n:14][c:15]3[C:16]([F:17])([F:18])[F:19])[cH:37][cH:38][cH:39][cH:40]1.[CH3:41][CH2:42][OH:43]>>[CH3:1][O:2][c:3]1[c:4]([CH2:5][n:6]2[n:7][c:8]([CH3:36])[c:9]3[c:10]([c:11]2=[O:12])[n:13]([CH:20]2[CH2:21][CH2:22][NH:23][CH2:24][CH2:25]2)[n:14][c:15]3[C:16]([F:17])([F:18])[F:19])[cH:37][cH:38][cH:39][cH:40]1. Starting materials: CCCCc1nc(C)c(Br)c(=O)n1Cc1ccc(-c2ccccc2C#N)cc1, O=C([O-])[O-], C1COCCO1, CCOC(C)=O, CC(C)Oc1ccc(B(O)O)cc1, [Cs+], [Cs+]. The product is CCCCc1nc(C)c(-c2ccc(OC(C)C)cc2)c(=O)n1Cc1ccc(-c2ccccc2C#N)cc1. As a reaction SMILES: [Br:14][c:15]1[c:16]([CH3:41])[n:17][c:18]([CH2:37][CH2:38][CH2:39][CH3:40])[n:19]([CH2:22][c:23]2[cH:24][cH:25][c:26](-[c:29]3[c:30]([C:35]#[N:36])[cH:31][cH:32][cH:33][cH:34]3)[cH:27][cH:28]2)[c:20]1=[O:21].[C:48](=[O:49])([O-:50])[O-:51].[CH2:42]1[O:43][CH2:44][CH2:45][O:46][CH2:47]1.[CH3:54][CH2:55][O:56][C:57](=[O:58])[CH3:59].[CH:1]([CH3:2])([CH3:3])[O:4][c:5]1[cH:6][cH:7][c:8]([B:11]([OH:12])[OH:13])[cH:9][cH:10]1.[Cs+:52].[Cs+:53]>>[CH:1]([CH3:2])([CH3:3])[O:4][c:5]1[cH:6][cH:7][c:8](-[c:15]2[c:16]([CH3:41])[n:17][c:18]([CH2:37][CH2:38][CH2:39][CH3:40])[n:19]([CH2:22][c:23]3[cH:24][cH:25][c:26](-[c:29]4[c:30]([C:35]#[N:36])[cH:31][cH:32][cH:33][cH:34]4)[cH:27][cH:28]3)[c:20]2=[O:21])[cH:9][cH:10]1.